Dataset: the Open Reaction Database (ORD), a public repository of structured organic reaction records. Task: describe an organic reaction: reactants, conditions, products, and yield The reactants are C1CCOC1, COC(=O)c1oc(C(C)=O)cc1C, COC(C)(C)C, O=C(c1cc(Cl)c(Cl)c(Cl)c1)C(F)(F)F, [H-], [Li+], O. Product: COC(=O)c1oc(C(=O)CC(O)(c2cc(Cl)c(Cl)c(Cl)c2)C(F)(F)F)cc1C. Reaction SMILES: [CH2:37]1[O:38][CH2:39][CH2:40][CH2:41]1.[CH3:18][O:19][C:20](=[O:21])[c:22]1[o:23][c:24]([C:28]([CH3:29])=[O:30])[cH:25][c:26]1[CH3:27].[CH3:31][O:32][C:33]([CH3:34])([CH3:35])[CH3:36].[F:3][C:4]([C:5](=[O:6])[c:7]1[cH:8][c:9]([Cl:15])[c:10]([Cl:14])[c:11]([Cl:13])[cH:12]1)([F:16])[F:17].[H-:1].[Li+:2].[OH2:42]>>[F:3][C:4]([C:5]([OH:6])([c:7]1[cH:8][c:9]([Cl:15])[c:10]([Cl:14])[c:11]([Cl:13])[cH:12]1)[CH2:29][C:28]([c:24]1[o:23][c:22]([C:20]([O:19][CH3:18])=[O:21])[c:26]([CH3:27])[cH:25]1)=[O:30])([F:16])[F:17]. Reactants: Cc1cc(C2CC2)cnc1N1CCN(C(=O)c2ccc(Br)cc2N2CCCS2(=O)=O)CC1, O=C1NC(COC(=O)c2ccccc2)CO1. Product: Cc1cc(C2CC2)cnc1N1CCN(C(=O)c2ccc(N3C(=O)OCC3COC(=O)c3ccccc3)cc2N2CCCS2(=O)=O)CC1. As a reaction SMILES: [Br:1][c:2]1[cH:3][c:4]([N:26]2[S:27](=[O:31])(=[O:32])[CH2:28][CH2:29][CH2:30]2)[c:5]([C:8](=[O:9])[N:10]2[CH2:11][CH2:12][N:13]([c:16]3[n:17][cH:18][c:19]([CH:23]4[CH2:24][CH2:25]4)[cH:20][c:21]3[CH3:22])[CH2:14][CH2:15]2)[cH:6][cH:7]1.[O:33]=[C:34]1[O:35][CH2:36][CH:37]([CH2:39][O:40][C:41]([c:42]2[cH:43][cH:44][cH:45][cH:46][cH:47]2)=[O:48])[NH:38]1>>[c:2]1([N:38]2[C:34](=[O:33])[O:35][CH2:36][CH:37]2[CH2:39][O:40][C:41]([c:42]2[cH:43][cH:44][cH:45][cH:46][cH:47]2)=[O:48])[cH:3][c:4]([N:26]2[S:27](=[O:31])(=[O:32])[CH2:28][CH2:29][CH2:30]2)[c:5]([C:8](=[O:9])[N:10]2[CH2:11][CH2:12][N:13]([c:16]3[n:17][cH:18][c:19]([CH:23]4[CH2:24][CH2:25]4)[cH:20][c:21]3[CH3:22])[CH2:14][CH2:15]2)[cH:6][cH:7]1. Reactants: ClC1=CC=C(C=C1)C1N=C(N(C1C1=CC=C(C=C1)Cl)C(=O)N1CCN(CC1)CCO)C1=C(C=C(C=C1)OC)OC(C)C ([4,5-Bis-(4-chloro-phenyl)-2-(2-isopropoxy-4-methoxy-phenyl)-4,5-dihydro-imidazol-1-yl]-[4-(2-hydroxy-ethyl)-piperazin-1-yl]-methanone). Solvent: Cl (hydrochloric acid). The product is Cl.ClC1=CC=C(C=C1)C1N=C(N(C1C1=CC=C(C=C1)Cl)C(=O)N1CCN(CC1)CCO)C1=C(C=C(C=C1)OC)OC(C)C ([4,5-bis-(4-chloro-phenyl)-2-(2-isopropoxy-4-methoxy-phenyl)-4,5-dihydro-imidazole-1-yl]-[4-(2-hydroxy-ethyl)-piperazin-1-yl]-methanone hydrochloride). Isolated yield 193.8%. Reaction SMILES: [Cl:1][C:2]1[CH:7]=[CH:6][C:5]([CH:8]2[CH:12]([C:13]3[CH:18]=[CH:17][C:16]([Cl:19])=[CH:15][CH:14]=3)[N:11]([C:20]([N:22]3[CH2:27][CH2:26][N:25]([CH2:28][CH2:29][OH:30])[CH2:24][CH2:23]3)=[O:21])[C:10]([C:31]3[CH:36]=[CH:35][C:34]([O:37][CH3:38])=[CH:33][C:32]=3[O:39][CH:40]([CH3:42])[CH3:41])=[N:9]2)=[CH:4][CH:3]=1>Cl>[ClH:1].[Cl:1][C:2]1[CH:3]=[CH:4][C:5]([CH:8]2[CH:12]([C:13]3[CH:18]=[CH:17][C:16]([Cl:19])=[CH:15][CH:14]=3)[N:11]([C:20]([N:22]3[CH2:27][CH2:26][N:25]([CH2:28][CH2:29][OH:30])[CH2:24][CH2:23]3)=[O:21])[C:10]([C:31]3[CH:36]=[CH:35][C:34]([O:37][CH3:38])=[CH:33][C:32]=3[O:39][CH:40]([CH3:42])[CH3:41])=[N:9]2)=[CH:6][CH:7]=1 |f:2.3|. Procedure: [4,5-Bis-(4-chloro-phenyl)-2-(2-isopropoxy-4-methoxy-phenyl)-4,5-dihydro-imidazol-1-yl]-[4-(2-hydroxy-ethyl)-piperazin-1-yl]-methanone (2.20 g, 3.60 mmol) was dissolved in dilute hydrochloric acid (0.23 N, 20 mL). The light yellow solution was filtered and lyophilized to give [4,5-bis-(4-chloro-phenyl)-2-(2-isopropoxy-4-methoxy-phenyl)-4,5-dihydro-imidazole-1-yl]-[4-(2-hydroxy-ethyl)-piperazin-1-yl]-methanone hydrochloride as a off-white powder (2.26 g, 97%). HR-MS (ES, m/z) calculated for C32H3... Reactants: Cc1c(C(=O)O)cnn1-c1ccc(Cl)cc1, N#Cc1cc(N)ccc1N1CCC(N2CCOCC2)CC1. The product is Cc1c(C(=O)Nc2ccc(N3CCC(N4CCOCC4)CC3)c(C#N)c2)cnn1-c1ccc(Cl)cc1. As a reaction SMILES: [Cl:1][c:2]1[cH:3][cH:4][c:5](-[n:8]2[n:9][cH:10][c:11]([C:14](=[O:15])[OH:16])[c:12]2[CH3:13])[cH:6][cH:7]1.[NH2:17][c:18]1[cH:19][cH:20][c:21]([N:26]2[CH2:27][CH2:28][CH:29]([N:32]3[CH2:33][CH2:34][O:35][CH2:36][CH2:37]3)[CH2:30][CH2:31]2)[c:22]([C:23]#[N:24])[cH:25]1>>[Cl:1][c:2]1[cH:3][cH:4][c:5](-[n:8]2[n:9][cH:10][c:11]([C:14](=[O:16])[NH:17][c:18]3[cH:19][cH:20][c:21]([N:26]4[CH2:27][CH2:28][CH:29]([N:32]5[CH2:33][CH2:34][O:35][CH2:36][CH2:37]5)[CH2:30][CH2:31]4)[c:22]([C:23]#[N:24])[cH:25]3)[c:12]2[CH3:13])[cH:6][cH:7]1. The reactants are CC1CCC(C2=NC=3CCCCC3C(N21)=O)=NNC2=CC=CC=C2 (9-methyl-6-phenylhydrazono-1,2,3,4,6,7,8,9-octahydro-pyrido[2,1-b]quinazoline-11-one), polyphosphoric acid. The solvent is O (water). Conditions: temperature 180 celsius, time 20 minute. The product is CC1CC2=C(C3=NC=4CCCCC4C(N31)=O)NC3=CC=CC=C32 (7-methyl-5-oxo-1,2,3,4,7,8-hexahydro-5H,13H-indolo[2',3';3,4]pyrido-[2,1-b]quinazoline). Reaction SMILES: [CH3:1][CH:2]1[N:15]2[C:6](=[N:7][C:8]3[CH2:9][CH2:10][CH2:11][CH2:12][C:13]=3[C:14]2=[O:16])[C:5](=[N:17]NC2C=CC=CC=2)[CH2:4][CH2:3]1>O>[CH3:1][CH:2]1[N:15]2[C:6](=[N:7][C:8]3[CH2:9][CH2:10][CH2:11][CH2:12][C:13]=3[C:14]2=[O:16])[C:5]2[NH:17][C:8]3[C:9]([C:4]=2[CH2:3]1)=[CH:10][CH:11]=[CH:12][CH:13]=3. Procedure details: 1 g. of 9-methyl-6-phenylhydrazono-1,2,3,4,6,7,8,9-octahydro-pyrido[2,1-b]quinazoline-11-one is added to 15 g. of polyphosphoric acid heated to 170° C. and the mixture is stirred for 20 minutes at 180° C. After cooling the dark melt is diluted with 50 ml. of water. Greenish-yellow crystals are precipitated, which are filtered and washed with water. After drying the product is recrystallized from ethanol. 0.4 g. of 7-methyl-5-oxo-1,2,3,4,7,8-hexahydro-5H,13H-indolo[2',3';3,4]pyrido-[2,1-b]quinazo... Starting materials: Cl.N1C[C@H](CCC1)NC(=O)C1=CNC2=C1N=CN=C2C2=C(C=C(C(=C2)F)OC)OCC2CC2 (4-(2-cyclopropylmethoxy-5-fluoro-4-methoxy-phenyl)-5H-pyrrolo[3,2-d]pyrimidine-7-carboxylic acid (S)-piperidin-3-ylamide hydrochloride), C(C)(=O)Cl (acetyl chloride). The product is C(C)(=O)N1C[C@H](CCC1)NC(=O)C1=CNC2=C1N=CN=C2C2=C(C=C(C(=C2)F)OC)OCC2CC2 (4-(2-Cyclopropylmethoxy-5-fluoro-4-methoxy-phenyl)-5H-pyrrolo[3,2-d]pyrimidine-7-carboxylic acid ((S)-1-acetyl-piperidin-3-yl)-amide). RXN SMILES: Cl.[NH:2]1[CH2:7][CH2:6][CH2:5][C@H:4]([NH:8][C:9]([C:11]2[C:15]3[N:16]=[CH:17][N:18]=[C:19]([C:20]4[CH:25]=[C:24]([F:26])[C:23]([O:27][CH3:28])=[CH:22][C:21]=4[O:29][CH2:30][CH:31]4[CH2:33][CH2:32]4)[C:14]=3[NH:13][CH:12]=2)=[O:10])[CH2:3]1.[C:34](Cl)(=[O:36])[CH3:35]>>[C:34]([N:2]1[CH2:7][CH2:6][CH2:5][C@H:4]([NH:8][C:9]([C:11]2[C:15]3[N:16]=[CH:17][N:18]=[C:19]([C:20]4[CH:25]=[C:24]([F:26])[C:23]([O:27][CH3:28])=[CH:22][C:21]=4[O:29][CH2:30][CH:31]4[CH2:32][CH2:33]4)[C:14]=3[NH:13][CH:12]=2)=[O:10])[CH2:3]1)(=[O:36])[CH3:35] |f:0.1|. Procedure: Starting from 4-(2-cyclopropylmethoxy-5-fluoro-4-methoxy-phenyl)-5H-pyrrolo[3,2-d]pyrimidine-7-carboxylic acid (S)-piperidin-3-ylamide hydrochloride (example A168) and acetyl chloride the title compound is obtained as colorless solid.